From a dataset of the Open Reaction Database (ORD), a public repository of structured organic reaction records. describe an organic reaction: reactants, conditions, products, and yield Reactants: C(CC)(=O)C=1C=NC2=C(C=CC=C2C1Cl)OCCSC (3-propanoyl-4-chloro-8-(2-methylthioethoxy)quinoline), C(C)(C)C1=C(N)C=CC=C1 (2-isopropylaniline). Run in C(C)#N (acetonitrile). The product is C(CC)(=O)C=1C=NC2=C(C=CC=C2C1NC1=C(C=CC=C1)C(C)C)OCCSC (3-propanoyl-4(2-isopropylphenylamino)-8-(2-methylthioethoxy)quinoline). Yield: 8.0%. Reaction SMILES: [C:1]([C:5]1[CH:6]=[N:7][C:8]2[C:13]([C:14]=1Cl)=[CH:12][CH:11]=[CH:10][C:9]=2[O:16][CH2:17][CH2:18][S:19][CH3:20])(=[O:4])[CH2:2][CH3:3].[CH:21]([C:24]1[CH:30]=[CH:29][CH:28]=[CH:27][C:25]=1[NH2:26])([CH3:23])[CH3:22]>C(#N)C>[C:1]([C:5]1[CH:6]=[N:7][C:8]2[C:13]([C:14]=1[NH:26][C:25]1[CH:27]=[CH:28][CH:29]=[CH:30][C:24]=1[CH:21]([CH3:23])[CH3:22])=[CH:12][CH:11]=[CH:10][C:9]=2[O:16][CH2:17][CH2:18][S:19][CH3:20])(=[O:4])[CH2:2][CH3:3]. Procedure details: A mixture of 3-propanoyl-4-chloro-8-(2-methylthioethoxy)quinoline (305 mg, 1 mmol) and 2-isopropylaniline (1 ml) in 25 ml acetonitrile was refluxed overnight. The solvent was evaporated and the residue was partitioned between methylene chloride and a saturated sodium bicarbonate solution. The organic layer was dried over sodium sulfate and evaporated. The residue was chromatographed on a prep-TLC (methylene chloride: ethyl acetate 1:1) yielding 30 mg (8%) of the desired product. The reactants are C(C=C)OC(=O)[C@H]1[C@@H](CN(CC1)C(=O)OC(C)(C)C)C(=O)OCC ((3S,4R)-1-tert-butyl 3-ethyl 4-(allyloxycarbonyl)piperidine-1,3-dicarboxylate), C(=O)(C(F)(F)F)O (TFA). Solvent: C(Cl)Cl (CH2Cl2). Run at time 16 hour. The product is C(C=C)OC(=O)[C@H]1[C@@H](CNCC1)C(=O)OCC ((3S,4R)-ethyl 4-(allyloxycarbonyl)piperidine-3-carboxylate). Isolated yield 37.1%. RXN SMILES: [CH2:1]([O:4][C:5]([C@@H:7]1[CH2:12][CH2:11][N:10](C(OC(C)(C)C)=O)[CH2:9][C@H:8]1[C:20]([O:22][CH2:23][CH3:24])=[O:21])=[O:6])[CH:2]=[CH2:3].C(O)(C(F)(F)F)=O>C(Cl)Cl>[CH2:1]([O:4][C:5]([C@@H:7]1[CH2:12][CH2:11][NH:10][CH2:9][C@H:8]1[C:20]([O:22][CH2:23][CH3:24])=[O:21])=[O:6])[CH:2]=[CH2:3]. Reported procedure: A solution of 259B (680 mg, 1.9 mmol) in CH2Cl2 (10 mL) was treated with TFA (1 mL) at room temperature. The reaction mixture was stirred for 16 hours, then concentrated. The residues was dissolved in EtOAc (20 mL) and washed with saturated aqueous NaHCO3 (2×20 mL), dried (Na2SO4), filtered and concentrated in vacuo to afford 170 mg of Compound 259C.